This data is from the Open Reaction Database (ORD), a public repository of structured organic reaction records. The task is: describe an organic reaction: reactants, conditions, products, and yield Reactants: C1(CC(C)O1)=O (beta-butyrolactone), FC(C=1C=C(C=CC1)O)(F)F (m-trifluoromethylphenol), Cl (hydrochloric acid). Run in [OH-].[Na+] (sodium hydroxide). Conditions: temperature 0 celsius. Product: FC(C=1C=C(OC(CC(=O)O)C)C=CC1)(F)F (3-[3-(trifluoromethyl)phenoxy]-butyric acid). Yield: 15.1%. Reaction SMILES: [F:1][C:2]([F:11])([F:10])[C:3]1[CH:4]=[C:5]([OH:9])[CH:6]=[CH:7][CH:8]=1.[C:12]1(=[O:17])[O:16][CH:14]([CH3:15])[CH2:13]1.Cl>[OH-].[Na+]>[F:1][C:2]([F:10])([F:11])[C:3]1[CH:4]=[C:5]([CH:6]=[CH:7][CH:8]=1)[O:9][CH:14]([CH3:15])[CH2:13][C:12]([OH:17])=[O:16] |f:3.4|. Procedure: A solution of 40.5 g (0.25 mol) m-trifluoromethylphenol in 100 ml 2.5N sodium hydroxide was heated at reflux and 20.4 ml (0.25 mol) beta-butyrolactone was added dropwise over 50 minutes. The reaction was cooled to 0° C. and 3 ml concentrated hydrochloric acid was added to bring the pH to 7. The reaction was extracted with 3×100 ml diethyl ether. The pH of the aqueous was brought to 2 with 20 ml concentrated hydrochloric acid and then the aqueous was extracted with 2×100 ml diethyl ether. The lat... The reactants are OC1CC2CCC(C1)N2C=2C1=C(N=CN2)SC(=C1C1=CC=CC=C1)C(=O)OC (methyl 4-(3-hydroxy-8-azabicyclo[3.2.1]octan-8-yl)-5-phenyl-thieno[2,3-d]pyrimidine-6-carboxylate), CC(=O)OI1(C=2C=CC=CC2C(=O)O1)(OC(=O)C)OC(=O)C (Dess-Martin Periodinane). The solvent is C(Cl)Cl (DCM). Reaction conditions: time 8 hour. Yields the product O=C1CC2CCC(C1)N2C=2C1=C(N=CN2)SC(=C1C1=CC=CC=C1)C(=O)OC (methyl 4-(3-oxo-8-azabicyclo[3.2.1]octan-8-yl)-5-phenyl-thieno[2,3-d]pyrimidine-6-carboxylate). Reaction SMILES: [OH:1][CH:2]1[CH2:8][CH:7]2[N:9]([C:10]3[C:11]4[C:18]([C:19]5[CH:24]=[CH:23][CH:22]=[CH:21][CH:20]=5)=[C:17]([C:25]([O:27][CH3:28])=[O:26])[S:16][C:12]=4[N:13]=[CH:14][N:15]=3)[CH:4]([CH2:5][CH2:6]2)[CH2:3]1.CC(OI1(OC(C)=O)(OC(C)=O)OC(=O)C2C=CC=CC1=2)=O>C(Cl)Cl>[O:1]=[C:2]1[CH2:3][CH:4]2[N:9]([C:10]3[C:11]4[C:18]([C:19]5[CH:24]=[CH:23][CH:22]=[CH:21][CH:20]=5)=[C:17]([C:25]([O:27][CH3:28])=[O:26])[S:16][C:12]=4[N:13]=[CH:14][N:15]=3)[CH:7]([CH2:6][CH2:5]2)[CH2:8]1. Procedure: To a stirred solution of methyl 4-(3-hydroxy-8-azabicyclo[3.2.1]octan-8-yl)-5-phenyl-thieno[2,3-d]pyrimidine-6-carboxylate (0.940 g, 2.38 mmol) in DCM (100 mL) at room temperature was added Dess-Martin Periodinane (1.310 g, 3.094 mmol) in one portion and the reaction left to stir overnight. The reaction was filtered and the filtrate washed with saturated sodium bicarbonate and brine, the organic layer dried over sodium sulphate, filtered and concentrated under reduced pressure to afford methyl 4... Starting materials: CC(C)(C)C(N)=O, CN([SiH](C)C)[Si](C)(C)C, N, O=C1NS(=O)(=O)c2ccccc21. The product is CC(C)(C)C(=O)N[Si](C)(C)C. As a reaction SMILES: [CH3:10][C:11]([C:12](=[O:13])[NH2:14])([CH3:15])[CH3:16].[CH3:1][SiH:2]([CH3:3])[N:8]([Si:4]([CH3:5])([CH3:6])[CH3:7])[CH3:9].[NH3:29].[O:17]=[C:18]1[c:19]2[c:20]([cH:21][cH:22][cH:23][cH:24]2)[S:25](=[O:26])(=[O:27])[NH:28]1>>[Si:4]([CH3:5])([CH3:6])([CH3:7])[NH:14][C:12]([C:11]([CH3:10])([CH3:15])[CH3:16])=[O:13]. Reactants: [K] (potassium), C(CCC)C1=C(C=CC=C1)O (butylphenol), BrCCCCCCCCBr (1,8-dibromooctane). The solvent is C(C)O (ethanol). Product: C(CCC)C1=C(OCCCCCCCCOC2=C(C=CC=C2)CCCC)C=CC=C1 (1,8-bis (butylphenoxy) octane). Reaction SMILES: [K].[CH2:2]([C:6]1[CH:11]=[CH:10][CH:9]=[CH:8][C:7]=1[OH:12])[CH2:3][CH2:4][CH3:5].Br[CH2:14][CH2:15][CH2:16][CH2:17][CH2:18][CH2:19][CH2:20][CH2:21]Br>C(O)C>[CH2:2]([C:6]1[CH:11]=[CH:10][CH:9]=[CH:8][C:7]=1[O:12][CH2:14][CH2:15][CH2:16][CH2:17][CH2:18][CH2:19][CH2:20][CH2:21][O:12][C:7]1[CH:8]=[CH:9][CH:10]=[CH:11][C:6]=1[CH2:2][CH2:3][CH2:4][CH3:5])[CH2:3][CH2:4][CH3:5] |^1:0|. Procedure details: Two molar equivalents of the potassium salt of butylphenol and one molar equivalent of 1,8-dibromooctane are reacted in ethanol according to the procedure described in Example 1, to afford 1,8-bis (butylphenoxy) octane. Sulfonation with sulfur trioxide or chlorosulfonic acid, followed by neutralization of the disulfonic acid with methanolic potassium hydroxide, affords the potassium sulfonate. The reactants are C(C=CCO)O (2-buten-1,4-diol), [H-].[Na+] (sodium hydride), COC1=CC=C(CCl)C=C1 (4-methoxybenzyl chloride). The solvent is CN(C=O)C (dimethylformamide), CN(C=O)C (dimethylformamide). Run at time 100 minute. Product: COC1=CC=C(COCC=CCOCC2=CC=C(C=C2)OC)C=C1 (1,4-bis(4-methoxybenzyloxy)but-2-ene). Yield: 69.5%. Reaction SMILES: [CH2:1]([OH:6])[CH:2]=[CH:3][CH2:4][OH:5].[H-].[Na+].[CH3:9][O:10][C:11]1[CH:18]=[CH:17][C:14]([CH2:15]Cl)=[CH:13][CH:12]=1>CN(C)C=O>[CH3:9][O:10][C:11]1[CH:18]=[CH:17][C:14]([CH2:15][O:5][CH2:4][CH:3]=[CH:2][CH2:1][O:6][CH2:15][C:14]2[CH:17]=[CH:18][C:11]([O:10][CH3:9])=[CH:12][CH:13]=2)=[CH:13][CH:12]=1 |f:1.2|. Reported procedure: To a solution of 2-buten-1,4-diol (4.9 g, 60 mmol) in dry dimethylformamide (120 ml) was added sodium hydride (60% dispersion in oil; 5.28 g, 132 mmol) and the mixture was stirred at room temperature for 100 minutes. To this solution was added 4-methoxybenzyl chloride (17.9 ml, 132 mmol) in dimethylformamide (30 ml) dropwise over 45 minutes and the mixture was stirred for a further 40 minutes. The mixture was partitioned between ether (150 ml) and water (150 ml). The organic layer was further wa...